Dataset: the Open Reaction Database (ORD), a public repository of structured organic reaction records. Task: describe an organic reaction: reactants, conditions, products, and yield Reactants: [H-].[Na+] (sodium hydride), Cl (hydrochloric acid), C(CC(=O)OC(C)(C)C)(=O)OC(C)(C)C (di-tert-butyl malonate), FC1=C(C(=C(C(=C1C(=O)OC)F)F)F)F (methyl pentafluorbenzoate). Solvent: CN(C=O)C (N,N-dimethylformamide), O (water), C(C)OCC (diethyl ether), C(C)(=O)OCC (ethyl acetate), O (water), C1(=CC=CC=C1)C (toluene), FC(C(=O)O)(F)F (trifluoroacetic acid). Run at time 10 minute. The product is C(=O)(O)CC1=C(C(=C(C(=O)OC)C(=C1F)F)F)F (methyl 4-carboxymethyl-2,3,5,6-tetrafluorobenzoate). Isolated yield 55.4%. As a reaction SMILES: [H-].[Na+].C(OC(C)(C)C)(=O)[CH2:4][C:5]([O:7]C(C)(C)C)=[O:6].[F:18][C:19]1[C:24]([C:25]([O:27][CH3:28])=[O:26])=[C:23]([F:29])[C:22]([F:30])=[C:21](F)[C:20]=1[F:32].Cl>CN(C)C=O.FC(F)(F)C(O)=O.C1(C)C=CC=CC=1.O.C(OCC)C.C(OCC)(=O)C>[C:5]([CH2:4][C:21]1[C:22]([F:30])=[C:23]([F:29])[C:24]([C:25]([O:27][CH3:28])=[O:26])=[C:19]([F:18])[C:20]=1[F:32])([OH:7])=[O:6] |f:0.1|. Procedure details: In 500 ml of N,N-dimethylformamide was suspended 10.2 g of 60% sodium hydride. Thereinto was dropped 55.0 g of di-tert-butyl malonate in 1 hour with ice-cooling. The resulting mixture was stirred for 10 minutes at the same temperature. Thereto was added 48.0 g of methyl pentafluorbenzoate. The resulting mixture was stirred for 2 hours at room temperature. The reaction mixture was added to a mixture of 1 liter of water and 400 ml of ethyl acetate. The resulting mixture was adjusted to pH 3 with 6...